From a dataset of the Open Reaction Database (ORD), a public repository of structured organic reaction records. describe an organic reaction: reactants, conditions, products, and yield Product: CCOC(=O)Cc1c(C)c(N)c2c(c1C)CCN2C(C)=O. RXN SMILES: [C:1]([CH3:2])(=[O:3])[N:4]1[CH2:5][CH2:6][c:7]2[c:8]([CH3:23])[c:9]([CH2:17][C:18](=[O:19])[O:20][CH2:21][CH3:22])[c:10]([CH3:16])[c:11]([N+:13]([O-:14])=[O:15])[c:12]21.[CH3:24][CH2:25][OH:26]>>[C:1]([CH3:2])(=[O:3])[N:4]1[CH2:5][CH2:6][c:7]2[c:8]([CH3:23])[c:9]([CH2:17][C:18](=[O:19])[O:20][CH2:21][CH3:22])[c:10]([CH3:16])[c:11]([NH2:13])[c:12]21. The reactants are CCOC(=O)Cc1c(C)c2c(c([N+](=O)[O-])c1C)N(C(C)=O)CC2, CCO. Reactants: C1(CC1)N1C=C(C(C2=C(C(=C(C=C12)N1CC(NCC1)C)F)F)=O)C(=O)O (1-cyclopropyl-5,6-difluoro-7-(3-methyl-1-piperazinyl)-1,4-dihydro-4-oxoquinoline-3-carboxylic acid), N.CN(C=O)C (ammonia dimethylformamide). The product is NC1=C2C(C(=CN(C2=CC(=C1F)N1CC(NCC1)C)C1CC1)C(=O)O)=O (5-amino-1-cyclopropyl-6-fluoro-7-(3-methyl-1-piperazinyl)-1,4-dihydro-4-oxoquinoline-3-carboxylic acid). Reaction SMILES: [CH:1]1([N:4]2[C:13]3[C:8](=[C:9](F)[C:10]([F:21])=[C:11]([N:14]4[CH2:19][CH2:18][NH:17][CH:16]([CH3:20])[CH2:15]4)[CH:12]=3)[C:7](=[O:23])[C:6]([C:24]([OH:26])=[O:25])=[CH:5]2)[CH2:3][CH2:2]1.N.C[N:29](C)C=O>>[NH2:29][C:9]1[C:10]([F:21])=[C:11]([N:14]2[CH2:19][CH2:18][NH:17][CH:16]([CH3:20])[CH2:15]2)[CH:12]=[C:13]2[C:8]=1[C:7](=[O:23])[C:6]([C:24]([OH:26])=[O:25])=[CH:5][N:4]2[CH:1]1[CH2:2][CH2:3]1 |f:1.2|. Reported procedure: In a sealed tube, 1-cyclopropyl-5,6-difluoro-7-(3-methyl-1-piperazinyl)-1,4-dihydro-4-oxoquinoline-3-carboxylic acid was aminated with ammonia/dimethylformamide as in Example 13 to give 5-amino-1-cyclopropyl-6-fluoro-7-(3-methyl-1-piperazinyl)-1,4-dihydro-4-oxoquinoline-3-carboxylic acid. m.p. 181°-183° C. Reactants: P(=O)([O-])([O-])[O-] (phosphate), [H-].[Li+] (lithium hydride), NC1=NC(=C2NC=NC2=N1)OCCOC (2-amino-6-(2-methoxyethoxy)purine), CS(=O)(=O)O[C@@H]1[C@@H]([C@H](CC1)CO[Si](C1=CC=CC=C1)(C1=CC=CC=C1)C(C)(C)C)CO[Si](C1=CC=CC=C1)(C1=CC=CC=C1)C(C)(C)C ((1S,2S,3S)-2,3-bis(t-butyldiphenylsilyloxymethyl)-1-cyclopentyl methanesulfonate). Run in CO (methanol), CN(C)C=O (DMF). Reaction conditions: time 1 hour. Yields the product NC1=NC(=C2N=CN(C2=N1)[C@H]1[C@@H]([C@H](CC1)CO[Si](C1=CC=CC=C1)(C1=CC=CC=C1)C(C)(C)C)CO[Si](C1=CC=CC=C1)(C1=CC=CC=C1)C(C)(C)C)OCCOC (2-amino-9-[(1R,2R,3S)-2,3-bis(t-butyldiphenylsilyloxymethyl)-1-cyclopentyl]-6-(2-methoxyethoxy)purine). Isolated yield 28.7%. Reaction SMILES: [H-].[Li+].[NH2:3][C:4]1[N:12]=[C:11]2[C:7]([NH:8][CH:9]=[N:10]2)=[C:6]([O:13][CH2:14][CH2:15][O:16][CH3:17])[N:5]=1.CS(O[C@H:23]1[CH2:27][CH2:26][C@H:25]([CH2:28][O:29][Si:30]([C:43]([CH3:46])([CH3:45])[CH3:44])([C:37]2[CH:42]=[CH:41][CH:40]=[CH:39][CH:38]=2)[C:31]2[CH:36]=[CH:35][CH:34]=[CH:33][CH:32]=2)[C@H:24]1[CH2:47][O:48][Si:49]([C:62]([CH3:65])([CH3:64])[CH3:63])([C:56]1[CH:61]=[CH:60][CH:59]=[CH:58][CH:57]=1)[C:50]1[CH:55]=[CH:54][CH:53]=[CH:52][CH:51]=1)(=O)=O.P([O-])([O-])([O-])=O>CN(C=O)C.CO>[NH2:3][C:4]1[N:12]=[C:11]2[C:7]([N:8]=[CH:9][N:10]2[C@@H:23]2[CH2:27][CH2:26][C@H:25]([CH2:28][O:29][Si:30]([C:43]([CH3:45])([CH3:44])[CH3:46])([C:31]3[CH:32]=[CH:33][CH:34]=[CH:35][CH:36]=3)[C:37]3[CH:42]=[CH:41][CH:40]=[CH:39][CH:38]=3)[C@H:24]2[CH2:47][O:48][Si:49]([C:62]([CH3:65])([CH3:64])[CH3:63])([C:50]2[CH:51]=[CH:52][CH:53]=[CH:54][CH:55]=2)[C:56]2[CH:61]=[CH:60][CH:59]=[CH:58][CH:57]=2)=[C:6]([O:13][CH2:14][CH2:15][O:16][CH3:17])[N:5]=1 |f:0.1|. Procedure details: In an atmosphere of argon gas, lithium hydride (8.4 mg, 1.06 mmoles) was added to a suspension of 2-amino-6-(2-methoxyethoxy)purine (221 mg, 1.06 mmoles) in DMF (7 ml). After stirring the mixture for one hour, (1S,2S,3S)-2,3-bis(t-butyldiphenylsilyloxymethyl)-1-cyclopentyl methanesulfonate (370 mg, 0.53 mmole) was added, and the resulting mixture was stirred at 140° C. for one hour. After cooling the mixture, 0.2M phosphate buffer (pH 7) was added, and the product formed was extracted with ethyl... Reactants: FC(C(C(C(F)(F)F)(F)F)(F)F)(S(=O)(=O)O)F (perfluorobutanesulfonic acid), [OH-].C(CC)[N+](CCC)(CCC)CCC (tetrapropylammonium hydroxide), [OH-].C(CC)[N+](CCC)(CCC)CCC (Tetrapropylammonium hydroxide). Yields the product C(CC)[N+](CCC)(CCC)CCC.FC(C(C(C(F)(F)F)(F)F)(F)F)(S(=O)(=O)[O-])F (Perfluorobutanesulfonic acid tetrapropylammonium salt). Reaction SMILES: [F:1][C:2]([F:17])([S:13]([OH:16])(=[O:15])=[O:14])[C:3]([F:12])([F:11])[C:4]([F:10])([F:9])[C:5]([F:8])([F:7])[F:6].[OH-].[CH2:19]([N+:22]([CH2:29][CH2:30][CH3:31])([CH2:26][CH2:27][CH3:28])[CH2:23][CH2:24][CH3:25])[CH2:20][CH3:21]>>[CH2:26]([N+:22]([CH2:19][CH2:20][CH3:21])([CH2:23][CH2:24][CH3:25])[CH2:29][CH2:30][CH3:31])[CH2:27][CH3:28].[F:17][C:2]([F:1])([S:13]([O-:16])(=[O:15])=[O:14])[C:3]([F:11])([F:12])[C:4]([F:10])([F:9])[C:5]([F:8])([F:7])[F:6] |f:1.2,3.4|. Reported procedure: Perfluorobutanesulfonic acid tetrapropylammonium salt is prepared by neutralising perfluorobutanesulfonic acid and tetrapropylammonium hydroxide in aqueous solution. Tetrapropylammonium hydroxide is obtainable from Aldrich.